This data is from the Open Reaction Database (ORD), a public repository of structured organic reaction records. The task is: describe an organic reaction: reactants, conditions, products, and yield Reactants: CCSCCO, COC(=O)C(C)Oc1ccc(COc2ccc(Cl)cc2)cc1, [Na]. Product: CCSCCOC(=O)C(C)Oc1ccc(COc2ccc(Cl)cc2)cc1. Reaction SMILES: [CH2:23]([CH3:24])[S:25][CH2:26][CH2:27][OH:28].[Cl:1][c:2]1[cH:3][cH:4][c:5]([O:6][CH2:7][c:8]2[cH:9][cH:10][c:11]([O:12][CH:13]([C:14](=[O:15])[O:16][CH3:17])[CH3:18])[cH:19][cH:20]2)[cH:21][cH:22]1.[Na:29]>>[Cl:1][c:2]1[cH:3][cH:4][c:5]([O:6][CH2:7][c:8]2[cH:9][cH:10][c:11]([O:12][CH:13]([C:14](=[O:15])[O:16][CH2:17][CH2:26][S:25][CH2:23][CH3:24])[CH3:18])[cH:19][cH:20]2)[cH:21][cH:22]1. Reactants: COC(=O)c1ccc(Oc2ccc(OCc3c(-c4c(Cl)cccc4Cl)noc3C(C)C)nn2)cc1, CCO, [Na+], [OH-], O. Yields the product CC(C)c1onc(-c2c(Cl)cccc2Cl)c1COc1ccc(Oc2ccc(C(=O)O)cc2)nn1. Reaction SMILES: [CH3:1][O:2][C:3]([c:4]1[cH:5][cH:6][c:7]([O:10][c:11]2[n:12][n:13][c:14]([O:17][CH2:18][c:19]3[c:20](-[c:27]4[c:28]([Cl:34])[cH:29][cH:30][cH:31][c:32]4[Cl:33])[n:21][o:22][c:23]3[CH:24]([CH3:25])[CH3:26])[cH:15][cH:16]2)[cH:8][cH:9]1)=[O:35].[CH3:39][CH2:40][OH:41].[Na+:37].[OH-:36].[OH2:38]>>[O:2]=[C:3]([c:4]1[cH:5][cH:6][c:7]([O:10][c:11]2[n:12][n:13][c:14]([O:17][CH2:18][c:19]3[c:20](-[c:27]4[c:28]([Cl:34])[cH:29][cH:30][cH:31][c:32]4[Cl:33])[n:21][o:22][c:23]3[CH:24]([CH3:25])[CH3:26])[cH:15][cH:16]2)[cH:8][cH:9]1)[OH:35]. Starting materials: C1(=CC=CC=C1)CN1C2=CC=CC(=C2C=2C(=CC(=CC12)C)O)C(=O)OC (9-[(phenyl)methyl]-2-methyl-4-hydroxy-5-carbomethoxy carbazole), [OH-].[NH4+] (ammonium hydroxide). Run in C1CCOC1 (THF). The product is C1(=CC=CC=C1)CN1C2=CC=CC(=C2C=2C(=CC(=CC12)C)O)C(N)=O (9-[(phenyl)methyl]-2-methyl-4-hydroxy-5-carbamoyl carbazole). Yield: 44.0%. As a reaction SMILES: [C:1]1([CH2:7][N:8]2[C:20]3[CH:19]=[C:18]([CH3:21])[CH:17]=[C:16]([OH:22])[C:15]=3[C:14]3[C:9]2=[CH:10][CH:11]=[CH:12][C:13]=3[C:23]([O:25]C)=O)[CH:6]=[CH:5][CH:4]=[CH:3][CH:2]=1.[OH-].[NH4+:28]>C1COCC1>[C:1]1([CH2:7][N:8]2[C:20]3[CH:19]=[C:18]([CH3:21])[CH:17]=[C:16]([OH:22])[C:15]=3[C:14]3[C:9]2=[CH:10][CH:11]=[CH:12][C:13]=3[C:23](=[O:25])[NH2:28])[CH:6]=[CH:5][CH:4]=[CH:3][CH:2]=1 |f:1.2|. Procedure: A solution of the 9-[(phenyl)methyl]-2-methyl-4-hydroxy-5-carbomethoxy carbazole (470 mg, 1.36 mM) in 20 ml THF and 80 mL concentrated aqueous ammonium hydroxide was sonicated for 6 hours at 30-40° C. The precipitated solid was filtered and triturated with Et2O to afford 200 mg (44%) of 9-[(phenyl)methyl]-2-methyl-4-hydroxy-5-carbamoyl carbazole. 1H NMR (DMSO-d6) δ10.5 (s, 1H), 8.8 (bs, 1H), 8.4 (bs, 1H), 7.75 (m, 1H), 7.4 (m, 2H), 7.25 (m, 3H), 7.1 (m, 2H), 6.95 (s, 1H), 6.45 (s, 1H), 5.65 (s, ... Starting materials: ClC=1C=C(COC2=CC3=C(CC(NCC3)=O)C=C2)C=CC1 (7-(3-chloro-benzyloxy)-1,3,4,5-tetrahydro-benzo[d]azepin-2-one), C(C)(=O)[O-].[Na+] (sodium acetate), O (water), ClCCl (dichloromethane). Run in C(C)(=O)OC(C)=O (acetic acid anhydride). Conditions: temperature 145 celsius. The product is C(C)(=O)N1C(CC2=C(CC1)C=C(C=C2)OCC2=CC(=CC=C2)Cl)=O (3-acetyl-7-(3-chloro-benzyloxy)-1,3,4,5-tetrahydro-benzo[d]azepin-2-one). Isolated yield 65.4%. RXN SMILES: [Cl:1][C:2]1[CH:3]=[C:4]([CH:19]=[CH:20][CH:21]=1)[CH2:5][O:6][C:7]1[CH:18]=[CH:17][C:10]2[CH2:11][C:12](=[O:16])[NH:13][CH2:14][CH2:15][C:9]=2[CH:8]=1.[C:22]([O-])(=[O:24])[CH3:23].[Na+].O.ClCCl>C(OC(=O)C)(=O)C>[C:22]([N:13]1[CH2:14][CH2:15][C:9]2[CH:8]=[C:7]([O:6][CH2:5][C:4]3[CH:19]=[CH:20][CH:21]=[C:2]([Cl:1])[CH:3]=3)[CH:18]=[CH:17][C:10]=2[CH2:11][C:12]1=[O:16])(=[O:24])[CH3:23] |f:1.2|. Reported procedure: A mixture of 50 mg (0.2 mmol) of 7-(3-chloro-benzyloxy)-1,3,4,5-tetrahydro-benzo[d]azepin-2-one and 33 mg (0.4 mmol) of sodium acetate in 0.12 ml of acetic acid anhydride was heated to 145° C. during 4.5 hours. For the working-up, the reaction mixture was cooled and treated with water and dichloromethane. The organic layer was separated, washed with a saturated solution of sodium hydrogencarbonate, and, finally, evaporated. For purification, the crude material obtained was chromatographed on sil... The reactants are [H-].[Na+] (sodium hydride), [OH-].[Na+] (sodium hydroxide), CN(C)CC1=C(C=CC=C1)O (2-(N,N-dimethylaminomethyl)phenol), ClCCN(CC)CC (2-chloro-N,N-diethylethylamine), Cl (hydrochloride). Run in CN(C)C=O (DMF), CN(C)C=O (DMF), C1(=CC=CC=C1)C (toluene), O (water). Reaction conditions: time 30 minute. Product: Cl.Cl.C(C)N(CCOC1=C(CN(C)C)C=CC=C1)CC (2-(2-diethylaminoethoxy)-N,N-dimethylbenzylamine dihydrochloride). Reaction SMILES: [CH3:1][N:2]([CH2:4][C:5]1[CH:10]=[CH:9][CH:8]=[CH:7][C:6]=1[OH:11])[CH3:3].[H-].[Na+].[Cl:14][CH2:15][CH2:16][N:17]([CH2:20][CH3:21])[CH2:18][CH3:19].[ClH:22].[OH-].[Na+]>CN(C=O)C.C1(C)C=CC=CC=1.O>[ClH:14].[ClH:22].[CH2:16]([N:17]([CH2:20][CH3:21])[CH2:18][CH2:19][O:11][C:6]1[CH:7]=[CH:8][CH:9]=[CH:10][C:5]=1[CH2:4][N:2]([CH3:1])[CH3:3])[CH3:15] |f:1.2,5.6,10.11.12|. Reported procedure: A solution of 2-(N,N-dimethylaminomethyl)phenol (10.0 g, which contains 30% phenol by weight) in DMF (10 ml) was added dropwise with stirring to a suspension of sodium hydride (3.14 g, 60% dispersion in mineral oil) in DMF (75 ml) at ambient temperature under nitrogen. After the addition the mixture was stirred at ambient temperature for 30 minutes. A solution of 2-chloro-N,N-diethylethylamine in toluene (70 ml) [prepared by dissolving the hydrochloride (14.8 g) in water (20 ml), adding aqueous ... Product: O=c1ccc2c(C(CN(CCCCCCOCCCCc3ccccc3)Cc3ccccc3)OC3CCCCO3)ccc(OCc3ccccc3)c2[nH]1. RXN SMILES: [CH2:1]([c:2]1[cH:3][cH:4][cH:5][cH:6][cH:7]1)[O:8][c:9]1[cH:10][cH:11][c:12]([CH:20]([CH2:21][Br:22])[O:23][CH:24]2[O:25][CH2:26][CH2:27][CH2:28][CH2:29]2)[c:13]2[cH:14][cH:15][c:16](=[O:19])[nH:17][c:18]12.[CH2:30]([c:31]1[cH:32][cH:33][cH:34][cH:35][cH:36]1)[NH:37][CH2:38][CH2:39][CH2:40][CH2:41][CH2:42][CH2:43][O:44][CH2:45][CH2:46][CH2:47][CH2:48][c:49]1[cH:50][cH:51][cH:52][cH:53][cH:54]1.[CH:55]([N:56]([CH:57]([CH3:58])[CH3:59])[CH2:60][CH3:61])([CH3:62])[CH3:63]>>[CH2:1]([c:2]1[cH:3][cH:4][cH:5][cH:6][cH:7]1)[O:8][c:9]1[cH:10][cH:11][c:12]([CH:20]([CH2:21][N:37]([CH2:30][c:31]2[cH:32][cH:33][cH:34][cH:35][cH:36]2)[CH2:38][CH2:39][CH2:40][CH2:41][CH2:42][CH2:43][O:44][CH2:45][CH2:46][CH2:47][CH2:48][c:49]2[cH:50][cH:51][cH:52][cH:53][cH:54]2)[O:23][CH:24]2[O:25][CH2:26][CH2:27][CH2:28][CH2:29]2)[c:13]2[cH:14][cH:15][c:16](=[O:19])[nH:17][c:18]12. Reactants: O=c1ccc2c(C(CBr)OC3CCCCO3)ccc(OCc3ccccc3)c2[nH]1, c1ccc(CCCCOCCCCCCNCc2ccccc2)cc1, CCN(C(C)C)C(C)C. RXN SMILES: [N+:3](=[O:4])([O-:5])[c:6]1[cH:7][n:8][n:9]([CH2:11][c:12]2[cH:13][cH:14][c:15]([CH2:17][OH:18])[o:16]2)[cH:10]1.[N:1]#[N:2].[O:19]=[Mn:20]=[O:21]>>[N+:3](=[O:4])([O-:5])[c:6]1[cH:7][n:8][n:9]([CH2:11][c:12]2[cH:13][cH:14][c:15]([CH:17]=[O:18])[o:16]2)[cH:10]1. Product: O=Cc1ccc(Cn2cc([N+](=O)[O-])cn2)o1. The reactants are O=[N+]([O-])c1cnn(Cc2ccc(CO)o2)c1, N#N, O=[Mn]=O. Starting materials: FC(C1=C(CN2N=CC3=CC(=CC=C23)C=C2C(N=C(S2)SC)=O)C=CC(=C1)C(F)(F)F)(F)F (5-[1-(2,4-bis-trifluoromethyl-benzyl)-1H-indazol-5-ylmethylene]-2-methylsulfanyl-thiazol-4-one), N1[C@H](CCC1)C(=O)O (pyrrolidine-2-(R)-carboxylic acid). The product is FC(C1=C(CN2N=CC3=CC(=CC=C23)C=C2C(N=C(S2)N2[C@H](CCC2)C(=O)O)=O)C=CC(=C1)C(F)(F)F)(F)F (1-{5-[1-(2,4-Bis-trifluoromethyl-benzyl)-1H-indazol-5-ylmethylene]-4-oxo-4,5-dihydro-thiazol-2-yl}-pyrrolidine-2-(R)-carboxylic acid). Reaction SMILES: [F:1][C:2]([F:33])([F:32])[C:3]1[CH:27]=[C:26]([C:28]([F:31])([F:30])[F:29])[CH:25]=[CH:24][C:4]=1[CH2:5][N:6]1[C:14]2[C:9](=[CH:10][C:11]([CH:15]=[C:16]3[S:20][C:19](SC)=[N:18][C:17]3=[O:23])=[CH:12][CH:13]=2)[CH:8]=[N:7]1.[NH:34]1[CH2:38][CH2:37][CH2:36][C@@H:35]1[C:39]([OH:41])=[O:40]>>[F:33][C:2]([F:32])([F:1])[C:3]1[CH:27]=[C:26]([C:28]([F:30])([F:31])[F:29])[CH:25]=[CH:24][C:4]=1[CH2:5][N:6]1[C:14]2[C:9](=[CH:10][C:11]([CH:15]=[C:16]3[S:20][C:19]([N:34]4[CH2:38][CH2:37][CH2:36][C@@H:35]4[C:39]([OH:41])=[O:40])=[N:18][C:17]3=[O:23])=[CH:12][CH:13]=2)[CH:8]=[N:7]1. Procedure: 1-{5-[1-(2,4-Bis-trifluoromethyl-benzyl)-1H-indazol-5-ylmethylene]-4-oxo-4,5-dihydro-thiazol-2-yl}-pyrrolidine-2-(R)-carboxylic acid was prepared from 5-[1-(2,4-bis-trifluoromethyl-benzyl)-1H-indazol-5-ylmethylene]-2-methylsulfanyl-thiazol-4-one and pyrrolidine-2-(R)-carboxylic acid following General Procedure C. Starting materials: CCCC[N+](CCCC)(CCCC)CCCC.[F-] (TBAF), [Si](C)(C)(C(C)(C)C)O[C@H]1[C@@H](N(C(C1)C1CC1)C(=O)OC(C)(C)C)C1CC1 ((2S,3R)-tert-Butyl 3-(tert-butyldimethylsilyloxy)-2,5-dicyclopropylpyrrolidine-1-carboxylate), CC(=O)OI1(C=2C=CC=CC2C(=O)O1)(OC(=O)C)OC(=O)C (Dess-Martin reagent). Run in C1CCOC1 (THF). Run at time 2 hour. Product: C1(CC1)[C@@H]1N(C(CC1=O)C1CC1)C(=O)OC(C)(C)C ((2S)-tert-Butyl 2,5-dicyclopropyl-3-oxopyrrolidine-1-carboxylate). The yield is 44.7%. RXN SMILES: [Si]([O:8][C@@H:9]1[CH2:13][CH:12]([CH:14]2[CH2:16][CH2:15]2)[N:11]([C:17]([O:19][C:20]([CH3:23])([CH3:22])[CH3:21])=[O:18])[C@H:10]1[CH:24]1[CH2:26][CH2:25]1)(C(C)(C)C)(C)C.CCCC[N+](CCCC)(CCCC)CCCC.[F-].CC(OI1(OC(C)=O)(OC(C)=O)OC(=O)C2C=CC=CC1=2)=O>C1COCC1>[CH:24]1([C@H:10]2[C:9](=[O:8])[CH2:13][CH:12]([CH:14]3[CH2:16][CH2:15]3)[N:11]2[C:17]([O:19][C:20]([CH3:23])([CH3:22])[CH3:21])=[O:18])[CH2:25][CH2:26]1 |f:1.2|. Reported procedure: (2S,3R)-tert-Butyl 3-(tert-butyldimethylsilyloxy)-2,5-dicyclopropylpyrrolidine-1-carboxylate (19) (412 mg, 1.08 mmol) was dissolved in THF (1 mL) and placed under nitrogen. TBAF (IM THF, 1.29 mL) was added and the reaction stirred for 2 hr. The reaction was concentrated in vacuo and used without further purification. This material was dissolved in CH2Cl2 (2 mL) and placed under nitrogen. Dess-Martin reagent (788 mg, 1.86 mmol) was added and the reaction quenched with sat. aq. NaHCO3 (2 mL) follo...